Dataset: the Open Reaction Database (ORD), a public repository of structured organic reaction records. Task: describe an organic reaction: reactants, conditions, products, and yield Reaction SMILES: [Al+3:20].[CH2:1]([CH3:2])[C:3]1([c:11]2[cH:12][c:13]([O:17][CH3:18])[cH:14][cH:15][cH:16]2)[C:4](=[O:10])[NH:5][CH2:6][CH2:7][CH2:8][CH2:9]1.[CH2:25]1[O:26][CH2:27][CH2:28][CH2:29]1.[H-:19].[H-:22].[H-:23].[H-:24].[Li+:21]>>[CH2:1]([CH3:2])[C:3]1([c:11]2[cH:12][c:13]([O:17][CH3:18])[cH:14][cH:15][cH:16]2)[CH2:4][NH:5][CH2:6][CH2:7][CH2:8][CH2:9]1. Yields the product CCC1(c2cccc(OC)c2)CCCCNC1. The reactants are [Al+3], CCC1(c2cccc(OC)c2)CCCCNC1=O, C1CCOC1, [H-], [H-], [H-], [H-], [Li+]. Starting materials: O=C(Nc1cnccn1)C(Br)CC1CCCC1, O=c1cc(Oc2ccccc2C(F)(F)F)cn[nH]1, [H-], [Na+], C1CCOC1. Yields the product O=C(Nc1cnccn1)C(CC1CCCC1)n1ncc(Oc2ccccc2C(F)(F)F)cc1=O. Reaction SMILES: [Br:21][CH:22]([C:23](=[O:24])[NH:25][c:26]1[n:27][cH:28][cH:29][n:30][cH:31]1)[CH2:32][CH:33]1[CH2:34][CH2:35][CH2:36][CH2:37]1.[F:1][C:2]([c:3]1[c:4]([O:5][c:6]2[cH:7][c:8](=[O:12])[nH:9][n:10][cH:11]2)[cH:13][cH:14][cH:15][cH:16]1)([F:17])[F:18].[H-:19].[Na+:20].[O:38]1[CH2:39][CH2:40][CH2:41][CH2:42]1>>[F:1][C:2]([c:3]1[c:4]([O:5][c:6]2[cH:7][c:8](=[O:12])[n:9]([CH:22]([C:23](=[O:24])[NH:25][c:26]3[n:27][cH:28][cH:29][n:30][cH:31]3)[CH2:32][CH:33]3[CH2:34][CH2:35][CH2:36][CH2:37]3)[n:10][cH:11]2)[cH:13][cH:14][cH:15][cH:16]1)([F:17])[F:18]. Reaction SMILES: [F:1][C:2]([F:26])([C:7]1[CH:8]=[CH:9][C:10]2[O:15][CH:14]([C:16]([F:19])([F:18])[F:17])[C:13]([C:20]([O:22]CC)=[O:21])=[CH:12][C:11]=2[CH:25]=1)[C:3]([F:6])([F:5])[F:4].CCO.[OH-].[Na+]>C1COCC1>[F:26][C:2]([F:1])([C:7]1[CH:8]=[CH:9][C:10]2[O:15][CH:14]([C:16]([F:17])([F:18])[F:19])[C:13]([C:20]([OH:22])=[O:21])=[CH:12][C:11]=2[CH:25]=1)[C:3]([F:6])([F:5])[F:4] |f:2.3|. Procedure: To a stirred solution of the ethyl ester (Step 1) (0.090 g, 0.231 mmol) in THF:EtOH:H20(7:2:1) (4 mL) was added aqueous NaOH solution (0.11 mL, 2.5 M). After stirring 16 hours, the reaction was partially concentrated in vacuo to remove the organic solvents, diluted with H2O, and washed with diethyl ether. The resulting aqueous phase was acidified with concentrated HCl, extracted with diethyl ether, dried over MgSO4, filtered and concentrated in vacuo yielding an oil. The oil was purified by flas... The product is FC(C(F)(F)F)(C=1C=CC2=C(C=C(C(O2)C(F)(F)F)C(=O)O)C1)F (6-(pentafluoroethyl)-2-(trifluoromethyl)-2H-1-benzopyran-3-carboxylic acid). Conditions: time 16 hour. Starting materials: FC(C(F)(F)F)(C=1C=CC2=C(C=C(C(O2)C(F)(F)F)C(=O)OCC)C1)F (ethyl 6-(pentafluoroethyl)-2-(trifluoromethyl)-2H-1-benzopyran-3-carboxylate), CCO (EtOH), [OH-].[Na+] (NaOH). Solvent: C1CCOC1 (THF). Starting materials: NC1=CC(=NC=N1)NC1=CC(=C(NC1=S)C(=O)O)C (5-((6-aminopyrimidin-4-yl)amino)-3-methyl-6-thioxo-1,6-dihydropyridine-2-carboxylic acid), C[Si](C)(C)C=[N+]=[N-] ((trimethylsilyl)diazomethane). Solvent: O1CCCC1 (tetrahydrofuran), CO (methanol). Conditions: time 1 hour. Product: NC1=CC(=NC=N1)NC1=CC(=C(NC1=S)C(=O)OC)C (methyl 5-((6-aminopyrimidin-4-yl)amino)-3-methyl-6-thioxo-1,6-dihydropyridine-2-carboxylate). Reaction SMILES: [NH2:1][C:2]1[N:7]=[CH:6][N:5]=[C:4]([NH:8][C:9]2[C:14](=[S:15])[NH:13][C:12]([C:16]([OH:18])=[O:17])=[C:11]([CH3:19])[CH:10]=2)[CH:3]=1.[CH3:20][Si](C=[N+]=[N-])(C)C>O1CCCC1.CO>[NH2:1][C:2]1[N:7]=[CH:6][N:5]=[C:4]([NH:8][C:9]2[C:14](=[S:15])[NH:13][C:12]([C:16]([O:18][CH3:20])=[O:17])=[C:11]([CH3:19])[CH:10]=2)[CH:3]=1. Procedure: To a solution of 5-((6-aminopyrimidin-4-yl)amino)-3-methyl-6-thioxo-1,6-dihydropyridine-2-carboxylic acid (5, 0.5 g, 1.72 mmol) in tetrahydrofuran (10 mL) and methanol is added (trimethylsilyl)diazomethane (2 M in hexanes, 1.29 mL, 2.58 mmol). The reaction is stirred at room temperature for 1 h. The resulting mixture is concentrated and purified via column chromatography to afford methyl 5-(6-aminopyrimidin-4-yl)amino)-3-methyl-6-thioxo-1,6-dihydropyridine-2-carboxylate (6). Reactants: C(C)(=O)OCCOCC (ethylene glycol monoethyl ether acetate), N(=NC(C(=O)OC)(C)C)C(C(=O)OC)(C)C (V-601), CCCCCC (hexane). Reaction conditions: time 5 minute. Product: C(C)(=O)OC1=CC=C(C=C)C=C1.C(C(=C)C)(=O)OC(C)(C)C.C(C(=C)C)(=O)OCC1=CC=CC=C1 (4-acetoxystyrene t-butyl methacrylate benzyl methacrylate). RXN SMILES: [C:1]([O:4][CH2:5][CH2:6]OCC)(=[O:3])[CH3:2].N([C:19]([CH3:25])([CH3:24])[C:20]([O:22][CH3:23])=[O:21])=N[C:12]([CH3:18])([CH3:17])[C:13]([O:15]C)=[O:14].[CH3:26][CH2:27][CH2:28][CH2:29][CH2:30][CH3:31]>>[C:1]([O:4][C:5]1[CH:6]=[CH:12][C:29]([CH:28]=[CH2:27])=[CH:30][CH:31]=1)(=[O:3])[CH3:2].[C:13]([O:15][C:30]([CH3:29])([CH3:31])[CH3:1])(=[O:14])[C:12]([CH3:18])=[CH2:17].[C:20]([O:22][CH2:23][C:28]1[CH:27]=[CH:26][CH:31]=[CH:30][CH:29]=1)(=[O:21])[C:19]([CH3:24])=[CH2:25] |f:3.4.5|. Procedure details: The 2-liter flask charged with 600 g of ethylene glycol monoethyl ether acetate was heated until the internal temperature of the flask became 80° C. Then, 2.30 g (0.01 mol) of polymerization initiator V-601 was added thereto and agitated for five minutes. Subsequently, the above monomer mixture solution was dropped into this solution over a period of six hours. After the completion of the dropping, the mixture was further heated and agitated for two hours. Thereafter, the reaction liquid was coo... Reactants: COC(C1=C(N=CC=C1)Br)=O (2-bromonicotinic acid methyl ester), C1=NC=C(C2=CC=CC=C12)B(O)O (isoquinoline-4-boronic acid), [O-]P(=O)([O-])[O-].[K+].[K+].[K+] (K3PO4), O1CCOCC1 (1,4-dioxane). The reagents and catalysts are Cl[Pd]([P](C1=CC=CC=C1)(C2=CC=CC=C2)C3=CC=CC=C3)([P](C4=CC=CC=C4)(C5=CC=CC=C5)C6=CC=CC=C6)Cl (PdCl2(PPh3)2). Conditions: temperature 70 celsius. Product: COC(C1=C(C=NC=C1)C1=CN=CC2=CC=CC=C12)=O (isoquinolin-4-yl-isonicotinic acid methyl ester). The yield is 16.0%. As a reaction SMILES: COC(=O)[C:4]1[CH:9]=[CH:8][CH:7]=[N:6][C:5]=1Br.[CH:12]1[C:21]2[C:16](=[CH:17][CH:18]=[CH:19][CH:20]=2)[C:15](B(O)O)=[CH:14][N:13]=1.[O-:25]P([O-])([O-])=O.[K+].[K+].[K+].O1C[CH2:37][O:36][CH2:35]C1>Cl[Pd](Cl)([P](C1C=CC=CC=1)(C1C=CC=CC=1)C1C=CC=CC=1)[P](C1C=CC=CC=1)(C1C=CC=CC=1)C1C=CC=CC=1>[CH3:35][O:36][C:37](=[O:25])[C:9]1[CH:4]=[CH:5][N:6]=[CH:7][C:8]=1[C:15]1[C:16]2[C:21](=[CH:20][CH:19]=[CH:18][CH:17]=2)[CH:12]=[N:13][CH:14]=1 |f:2.3.4.5,^1:41,60|. Reported procedure: To 2-bromonicotinic acid methyl ester (30 g, 111 mmol), isoquinoline-4-boronic acid (20 g, 92.6 mmol), 1,4-dioxane (770 mL) and 3M aqueous K3PO4 (35 mL, 105 mmol) were stirred together. The vessel was evacuated and flushed with nitrogen several times to remove oxygen. PdCl2(PPh3)2 (1.62 g, 1.85 mmol) was added and the vessel and the stirred mixture was heated at 70° C. overnight. The mixture was then cooled, concentrated in vacuo to 50% of original volume and filtered. The filtrate was concentra... The reactants are ClC=1C=CC2=C(OC3(CCN(CC3)C(C3=CC(=C(C=C3)C(F)(F)F)OC)=O)C=3N2C(=CC3)C=O)C1 (7-Chloro-1′-(3-methoxy-4-(trifluoromethyl)benzoyl)spiro[benzo[b]pyrrolo[1,2-d][1,4]oxazine-4,4′-piperidine]-1-carbaldehyde), [BH4-].[Na+] (NaBH4). The solvent is C1CCOC1 (THF). Reaction conditions: temperature 0 celsius, time 30 minute. Yields the product ClC=1C=CC2=C(OC3(CCN(CC3)C(=O)C3=CC(=C(C=C3)C(F)(F)F)OC)C=3N2C(=CC3)CO)C1 ((7-chloro-1-(hydroxymethyl)spiro[benzo[b]pyrrolo[1,2-d][1,4]oxazine-4,4′-piperidine]-1′-yl)(3-methoxy-4-(trifluoromethyl)phenyl)methanone). RXN SMILES: [Cl:1][C:2]1[CH:3]=[CH:4][C:5]2[N:29]3[C:30]([CH:33]=[O:34])=[CH:31][CH:32]=[C:28]3[C:8]3([CH2:13][CH2:12][N:11]([C:14](=[O:27])[C:15]4[CH:20]=[CH:19][C:18]([C:21]([F:24])([F:23])[F:22])=[C:17]([O:25][CH3:26])[CH:16]=4)[CH2:10][CH2:9]3)[O:7][C:6]=2[CH:35]=1.[BH4-].[Na+]>C1COCC1>[Cl:1][C:2]1[CH:3]=[CH:4][C:5]2[N:29]3[C:30]([CH2:33][OH:34])=[CH:31][CH:32]=[C:28]3[C:8]3([CH2:13][CH2:12][N:11]([C:14]([C:15]4[CH:20]=[CH:19][C:18]([C:21]([F:22])([F:24])[F:23])=[C:17]([O:25][CH3:26])[CH:16]=4)=[O:27])[CH2:10][CH2:9]3)[O:7][C:6]=2[CH:35]=1 |f:1.2|. Procedure: 7-Chloro-1′-(3-methoxy-4-(trifluoromethyl)benzoyl)spiro[benzo[b]pyrrolo[1,2-d][1,4]oxazine-4,4′-piperidine]-1-carbaldehyde (50 mg, 0.10 mmol) dissolved in dry THF (3 mL) was cooled to 0° C. NaBH4 (3.9 mg, 0.10 mmol) was added and stirring was continued for 30 min. The mixture was filtered through Celite, evaporated and purified by column chromatography (5-30% AcOEt in dichloromethane) to yield (7-chloro-1-(hydroxymethyl)spiro[benzo[b]pyrrolo[1,2-d][1,4]oxazine-4,4′-piperidine]-1′-yl)(3-methoxy-4... Procedure details: N-Cyclopropyl-4′-(hydrazinocarbonyl)-6-methyl-1,1′-biphenyl-3-carboxamide (Intermediate 40) (50 mg) in triethylorthopropionate (5 ml) was heated at 150° C. for 18 hours. The excess triethylorthopropionate was evaporated under vacuum and the residue purified by bond-elut (silica), eluting with an ethyl acetate/cyclohexane gradient. The solvent was evaporated from the product fractions under vacuum to give N-cyclopropyl-4′-(5-ethyl-1,3,4-oxadiazol-2-yl)-6-methyl-1,1′-biphenyl-3-carboxamide. RXN SMILES: [CH:1]1([NH:4][C:5]([C:7]2[CH:8]=[C:9]([C:14]3[CH:19]=[CH:18][C:17]([C:20]([NH:22][NH2:23])=[O:21])=[CH:16][CH:15]=3)[C:10]([CH3:13])=[CH:11][CH:12]=2)=[O:6])[CH2:3][CH2:2]1.C(O[C:27](OCC)(OCC)[CH2:28][CH3:29])C>>[CH:1]1([NH:4][C:5]([C:7]2[CH:8]=[C:9]([C:14]3[CH:19]=[CH:18][C:17]([C:20]4[O:21][C:27]([CH2:28][CH3:29])=[N:23][N:22]=4)=[CH:16][CH:15]=3)[C:10]([CH3:13])=[CH:11][CH:12]=2)=[O:6])[CH2:3][CH2:2]1. Product: C1(CC1)NC(=O)C=1C=C(C(=CC1)C)C1=CC=C(C=C1)C=1OC(=NN1)CC (N-cyclopropyl-4′-(5-ethyl-1,3,4-oxadiazol-2-yl)-6-methyl-1,1′-biphenyl-3-carboxamide). Reactants: C1(CC1)NC(=O)C=1C=C(C(=CC1)C)C1=CC=C(C=C1)C(=O)NN (N-Cyclopropyl-4′-(hydrazinocarbonyl)-6-methyl-1,1′-biphenyl-3-carboxamide), C1(CC1)NC(=O)C=1C=C(C(=CC1)C)C1=CC=C(C=C1)C(=O)NN (N-Cyclopropyl-4′-(hydrazinocarbonyl)-6-methyl-1,1′-biphenyl-3-carboxamide), C(C)OC(CC)(OCC)OCC (triethylorthopropionate).